From a dataset of the Open Reaction Database (ORD), a public repository of structured organic reaction records. describe an organic reaction: reactants, conditions, products, and yield Reactants: C(C)O (ethanol), C(=O)(O)C1=CC=CC2=C1CC(C1=C(S2)C=CC(=C1)OC)=O (9-carboxy-2-methoxy-10,11-dihydro-11-oxo-dibenzo[b,f]thiepin), O.NN (hydrazine hydrate). The solvent is O1CCOCC1 (dioxane). Product: C(=O)(O)C1=CC=CC2=C1CCC1=C(S2)C=CC(=C1)OC (9carboxy-2-methoxy-10,11-dihydrodibenzo[b,f]thiepin). Isolated yield 29.1%. RXN SMILES: C(O)C.[C:4]([C:7]1[C:12]2[CH2:13][C:14](=O)[C:15]3[CH:21]=[C:20]([O:22][CH3:23])[CH:19]=[CH:18][C:16]=3[S:17][C:11]=2[CH:10]=[CH:9][CH:8]=1)([OH:6])=[O:5].O.NN>O1CCOCC1>[C:4]([C:7]1[C:12]2[CH2:13][CH2:14][C:15]3[CH:21]=[C:20]([O:22][CH3:23])[CH:19]=[CH:18][C:16]=3[S:17][C:11]=2[CH:10]=[CH:9][CH:8]=1)([OH:6])=[O:5] |f:2.3|. Procedure details: To the mixed solvent of 16 ml of ethanol and 16 ml of dioxane were added 1.8 g of 9-carboxy-2-methoxy-10,11-dihydro-11-oxo-dibenzo[b,f]thiepin and 2.0 g of hydrazine hydrate and the resulting mixture was heated under reflux for 8 hours. After the completion of reaction, the solvent was distilled off and 1.8 g of sodium hydroxide and 30 ml of diethylene glycol was added to the residue. The thus obtained mixture was heated under reflux at 190°-200° C. for 5 hours. After cooling, water was added to... The reactants are C(CCCCCCCC)OC=1C=NC(=NC1)C1=CC=C(C=C1)CCCCCC (5-nonyloxy-2-(4-hexylphenyl)pyrimdine), C(CCCCCCCC)OC=1C=NC(=NC1)C1=CC=C(C=C1)CCCCCCCCCCCC.C(CCCCCCCC)OC=1C=NC(=NC1)C1=CC=C(C=C1)CCCCCCCCCCC (5-nonyloxy-2-(4-undecylphenyl)pyrimidine 5-nonyloxy-2-(4-dodecylphenyl)pyrimidine). The product is C(CCCCCCCC)OC=1C=NC(=NC1)C1=CC=C(C=C1)CCCCC (5-nonyloxy-2-(4-pentylphenyl)pyrimidine). As a reaction SMILES: [CH2:1]([O:10][C:11]1[CH:12]=[N:13][C:14]([C:17]2[CH:22]=[CH:21][C:20]([CH2:23][CH2:24][CH2:25][CH2:26][CH2:27]C)=[CH:19][CH:18]=2)=[N:15][CH:16]=1)[CH2:2][CH2:3][CH2:4][CH2:5][CH2:6][CH2:7][CH2:8][CH3:9].C(OC1C=NC(C2C=CC(CCCCCCCCCCCC)=CC=2)=NC=1)CCCCCCCC.C(OC1C=NC(C2C=CC(CCCCCCCCCCC)=CC=2)=NC=1)CCCCCCCC>>[CH2:1]([O:10][C:11]1[CH:12]=[N:13][C:14]([C:17]2[CH:22]=[CH:21][C:20]([CH2:23][CH2:24][CH2:25][CH2:26][CH3:27])=[CH:19][CH:18]=2)=[N:15][CH:16]=1)[CH2:2][CH2:3][CH2:4][CH2:5][CH2:6][CH2:7][CH2:8][CH3:9] |f:1.2|. Procedure details: 5-nonyloxy-2-(4-hexylphenyl)pyrimdine ##STR15## 5-nonyloxy-2-(4-heptylphenyl)pyrimidine ##STR16## 5-nonyloxy-2-(4-octylphenyl)pyrimidine ##STR17## 5-nonyloxy-2-(4-nonylphenyl)pyrimidine ##STR18## 5-nonyloxy-2-(4-decylphenyl)pyrimidine ##STR19## 5-nonyloxy-2-(4-undecylphenyl)pyrimidine 5-nonyloxy-2-(4-dodecylphenyl)pyrimidine The reactants are Clc1ccc2ncc(I)n2n1, NCCO. The product is OCCNc1ccc2ncc(I)n2n1. As a reaction SMILES: [Cl:1][c:2]1[cH:3][cH:4][c:5]2[n:6]([n:7]1)[c:8]([I:11])[cH:9][n:10]2.[NH2:12][CH2:13][CH2:14][OH:15]>>[c:2]1([NH:12][CH2:13][CH2:14][OH:15])[cH:3][cH:4][c:5]2[n:6]([n:7]1)[c:8]([I:11])[cH:9][n:10]2. Reactants: C(C)N1N=CC=C1O (1-ethyl-5-hydroxypyrazole), C(C)(C)OC(=O)C=1C(=C(C(=O)O)C=CC1S(=O)(=O)C)C (3-isopropoxycarbonyl-4-methanesulfonyl-2-methylbenzoic acid), OC1=CC=NN1C (5-hydroxy-1-methylpyrazole), CS(=O)(=O)C1=C(C(=C(C(=O)O)C=C1)C)C(=O)OC (4-methanesulfonyl-3-methoxycarbonyl-2-methylbenzoic acid). The yield is 45.0%. Procedure: The operation and treatment were conducted in the same manner as in Example 1 except that 1.12 g of 1-ethyl-5-hydroxypyrazole was changed to 0.98 g of 5-hydroxy-1-methylpyrazole, and 2.72 g of 4-methanesulfonyl-3-methoxycarbonyl-2-methylbenzoic acid was changed to 3.00 g of 3-isopropoxycarbonyl-4-methanesulfonyl-2-methylbenzoic acid, to obtain 1.71 g of the desired product. (Yield: 45%, melting point: 192°-194° C.) RXN SMILES: [CH2:1]([N:3]1[C:7]([OH:8])=[CH:6][CH:5]=[N:4]1)C.OC1N(C)N=CC=1.CS(C1C=CC(C(O)=O)=C(C)C=1C(OC)=O)(=O)=O.[CH:34]([O:37][C:38]([C:40]1[C:41]([CH3:53])=[C:42]([CH:46]=[CH:47][C:48]=1[S:49]([CH3:52])(=[O:51])=[O:50])[C:43](O)=[O:44])=[O:39])([CH3:36])[CH3:35]>>[OH:8][C:7]1[N:3]([CH3:1])[N:4]=[C:5]([C:43](=[O:44])[C:42]2[CH:46]=[CH:47][C:48]([S:49]([CH3:52])(=[O:51])=[O:50])=[C:40]([C:38]([O:37][CH:34]([CH3:35])[CH3:36])=[O:39])[C:41]=2[CH3:53])[CH:6]=1. Yields the product OC1=CC(=NN1C)C(C1=C(C(=C(C=C1)S(=O)(=O)C)C(=O)OC(C)C)C)=O (5-hydroxy-(3-isopropoxycarbonyl-4-methanesulfonyl-2-methylbenzoyl)-1-methylpyrazole). Reactants: C(CCC)[Li] (n-butyllithium), S1C=CC2=C1C=CC=C2 (benzothiophene), II (iodine). The solvent is O1CCCC1 (tetrahydrofuran), O1CCCC1 (tetrahydrofuran). Run at temperature 0 celsius, time 5 minute. Yields the product IC=1SC2=C(C1)C=CC=C2 (2-iodobenzothiophene). The yield is 39.1%. RXN SMILES: [S:1]1[C:5]2[CH:6]=[CH:7][CH:8]=[CH:9][C:4]=2[CH:3]=[CH:2]1.C([Li])CCC.[I:15]I>O1CCCC1>[I:15][C:2]1[S:1][C:5]2[CH:6]=[CH:7][CH:8]=[CH:9][C:4]=2[CH:3]=1. Procedure: Under a nitrogen atmosphere a stirred solution of 25.0 grams (0.186 mole) of benzothiophene in 250 ml of dry tetrahydrofuran was cooled to -65° C., and 69.8 ml (0.186 mole) of n-butyllithium (2.7M in hexane) was added dropwise keeping the reaction mixture temperature below -60° C. Upon completion of addition, the reaction mixture was stirred for five minutes and then was allowed to warm to 0° C. After this time a solution of 50.8 grams (0.200 mole) of iodine in 180 ml of tetrahydrofuran was adde... Reactants: C(CC#N)#N (malononitrile), ice, CN (methylamine), C(CCC)N(CCCC)CCCC (tributylamine), ClCC(=O)Cl (chloroacetyl chloride). Solvent: CN(C=O)C (N,N-dimethylformamide). Reaction conditions: temperature 0 celsius, time 10 minute. Yields the product NC=1N(CC(C1C#N)=O)C (2-Amino-3-cyano-1-methyl-pyrrolin-4-one). RXN SMILES: [C:1](#[N:5])[CH2:2][C:3]#[N:4].[CH2:6]([N:10]([CH2:15]CCC)CCCC)[CH2:7]CC.ClCC(Cl)=[O:22].CN>CN(C)C=O>[NH2:4][C:3]1[N:10]([CH3:15])[CH2:6][C:7](=[O:22])[C:2]=1[C:1]#[N:5]. Procedure details: 99 g of malononitrile were dissolved in 150 ml of N,N-dimethylformamide (DMF) and cooled to 0° C. While cooling, 556 g of tributylamine and 169.5 g of chloroacetyl chloride were simultaneously added dropwise to this, and the mixture was then stirred at 10° C. for 10 minutes. The reaction mixture was subsequently added to a mixture of 1.5 kg of ice and 327 ml of 40% by weight aqueous methylamine solution and stirred at room temperature for 8 hours. The precipitate was filtered off with suction, w... Reactants: CC=1C(=NC=CC1)CSCCN (3-methyl-2-((2-aminoethyl)thiomethyl)pyridine), C1(=CC=CC=C1)S(=O)(=O)NC(SC)=N (N-benzenesulphonyl-S-methylisothiourea). The solvent is C(C)#N (acetonitrile). Product: C1(=CC=CC=C1)S(=O)(=O)NC(=N)NCCSCC1=NC=CC=C1C (N-benzenesulphonyl-N'-[2-((3-methyl-2-pyridyl)methylthio)ethyl] guanidine). RXN SMILES: [CH3:1][C:2]1[C:3]([CH2:8][S:9][CH2:10][CH2:11][NH2:12])=[N:4][CH:5]=[CH:6][CH:7]=1.[C:13]1([S:19]([NH:22][C:23](=[NH:26])SC)(=[O:21])=[O:20])[CH:18]=[CH:17][CH:16]=[CH:15][CH:14]=1>C(#N)C>[C:13]1([S:19]([NH:22][C:23]([NH:12][CH2:11][CH2:10][S:9][CH2:8][C:3]2[C:2]([CH3:1])=[CH:7][CH:6]=[CH:5][N:4]=2)=[NH:26])(=[O:20])=[O:21])[CH:14]=[CH:15][CH:16]=[CH:17][CH:18]=1. Procedure: A solution of 3-methyl-2-((2-aminoethyl)thiomethyl)pyridine (6.3 g) and N-benzenesulphonyl-S-methylisothiourea (8.0 g) in acetonitrile (100 ml) was heated under reflux for 24 hours. Concentration, followed by chromatographic purification on a column of silica gel and recrystallisation afforded N-benzenesulphonyl-N'-[2-((3-methyl-2-pyridyl)methylthio)ethyl] guanidine.